This data is from the Open Reaction Database (ORD), a public repository of structured organic reaction records. The task is: describe an organic reaction: reactants, conditions, products, and yield The reactants are C(C)OC(C(C)(C)OC1=C(C=C(C=C1)OCCC=1N=C(OC1C)C1=CC=C(C=C1)C1=CC=CC=C1)CC1CCCCC1)=O (2-{4-[2-(2-biphenyl-4-yl-5-methyloxazol-4-yl)-ethoxy]-2-cyclohexylmethyl-phenoxy}-2-methyl-propionic acid ethyl ester), [OH-].[Na+] (NaOH). Solvent: C(C)O (ethanol). Run at temperature 55 celsius. Product: C1(=CC=C(C=C1)C=1OC(=C(N1)CCOC1=CC(=C(OC(C(=O)O)(C)C)C=C1)CC1CCCCC1)C)C1=CC=CC=C1 (2-{4-[2-(2-biphenyl-4-yl-5-methyloxazol-4-yl)-ethoxy]-2-cyclohexylmethyl-phenoxy}-2-methyl-propionic acid). RXN SMILES: C([O:3][C:4](=[O:43])[C:5]([O:8][C:9]1[CH:14]=[CH:13][C:12]([O:15][CH2:16][CH2:17][C:18]2[N:19]=[C:20]([C:24]3[CH:29]=[CH:28][C:27]([C:30]4[CH:35]=[CH:34][CH:33]=[CH:32][CH:31]=4)=[CH:26][CH:25]=3)[O:21][C:22]=2[CH3:23])=[CH:11][C:10]=1[CH2:36][CH:37]1[CH2:42][CH2:41][CH2:40][CH2:39][CH2:38]1)([CH3:7])[CH3:6])C.[OH-].[Na+]>C(O)C>[C:27]1([C:30]2[CH:35]=[CH:34][CH:33]=[CH:32][CH:31]=2)[CH:26]=[CH:25][C:24]([C:20]2[O:21][C:22]([CH3:23])=[C:18]([CH2:17][CH2:16][O:15][C:12]3[CH:13]=[CH:14][C:9]([O:8][C:5]([CH3:7])([CH3:6])[C:4]([OH:43])=[O:3])=[C:10]([CH2:36][CH:37]4[CH2:38][CH2:39][CH2:40][CH2:41][CH2:42]4)[CH:11]=3)[N:19]=2)=[CH:29][CH:28]=1 |f:1.2|. Reported procedure: A solution of 2-{4-[2-(2-biphenyl-4-yl-5-methyloxazol-4-yl)-ethoxy]-2-cyclohexylmethyl-phenoxy}-2-methyl-propionic acid ethyl ester (0.54 mmol) in ethanol (10 mL) was treated with 2.5 N aqueous NaOH (0.4 mL), and heated at 55° C. for 2 h. The reaction was cooled to ambient temperature and concentrated down to near dryness. The residue was then diluted with ethyl acetate (40 mL) and water (20 mL) and acidified to pH 1 with 1N aqueous HCl. The organic layer was washed with brine (20 mL), dried (Na... Starting materials: solid, FC1=CC=2C(=C3N(C2C(=C1)B1OC(C(O1)(C)C)(C)C)CCNC3=O)C (8-fluoro-10-methyl-6-(4,4,5,5-tetramethyl-[1,3,2]dioxaborolan-2-yl)-3,4-dihydro-2H-pyrazino[1,2-a]indol-1-one), BrC=1SC(=NN1)C(F)(F)F (2-bromo-5-trifluoromethyl-1,3,4-thiadiazole). Product: FC1=CC=2C(=C3N(C2C(=C1)C=1SC(=NN1)C(F)(F)F)CCNC3=O)C (8-Fluoro-10-methyl-6-[5-(trifluoromethyl)-1,3,4-thiadiazol-2-yl]-3,4-dihydro-2H-pyrazino[1,2-a]indol-1-one). RXN SMILES: [F:1][C:2]1[CH:10]=[C:9](B2OC(C)(C)C(C)(C)O2)[C:8]2[N:7]3[CH2:20][CH2:21][NH:22][C:23](=[O:24])[C:6]3=[C:5]([CH3:25])[C:4]=2[CH:3]=1.Br[C:27]1[S:28][C:29]([C:32]([F:35])([F:34])[F:33])=[N:30][N:31]=1>>[F:1][C:2]1[CH:10]=[C:9]([C:27]2[S:28][C:29]([C:32]([F:35])([F:34])[F:33])=[N:30][N:31]=2)[C:8]2[N:7]3[CH2:20][CH2:21][NH:22][C:23](=[O:24])[C:6]3=[C:5]([CH3:25])[C:4]=2[CH:3]=1. Procedure: The title compound, light yellow solid (10 mg, 14%), MS (ISP) m/z=371.5 [(M+H)+], mp 227° C., was prepared in accordance with the general method of example 171, step B from 8-fluoro-10-methyl-6-(4,4,5,5-tetramethyl-[1,3,2]dioxaborolan-2-yl)-3,4-dihydro-2H-pyrazino[1,2-a]indol-1-one (Example 171, step A) (68.8 mg, 0.2 mmol) and commercially available 2-bromo-5-trifluoromethyl-1,3,4-thiadiazole (69.9 mg, 0.3 mmol). Reactants: C=CCN(CC=C)c1ccc2[nH]c3cnc(C(=O)OCC)nc3c2c1, CCO, [K+], [OH-]. Product: C=CCN(CC=C)c1ccc2[nH]c3cnc(C(=O)O)nc3c2c1. RXN SMILES: [CH2:1]([CH3:2])[O:3][C:4](=[O:5])[c:6]1[n:7][cH:8][c:9]2[nH:10][c:11]3[cH:12][cH:13][c:14]([N:19]([CH2:20][CH:21]=[CH2:22])[CH2:23][CH:24]=[CH2:25])[cH:15][c:16]3[c:17]2[n:18]1.[CH3:28][CH2:29][OH:30].[K+:27].[OH-:26]>>[O:3]=[C:4]([OH:5])[c:6]1[n:7][cH:8][c:9]2[nH:10][c:11]3[cH:12][cH:13][c:14]([N:19]([CH2:20][CH:21]=[CH2:22])[CH2:23][CH:24]=[CH2:25])[cH:15][c:16]3[c:17]2[n:18]1. Starting materials: C1(=CC=CC=C1)OC(NCC1=C(C=CC=C1)SC=1C=CC=2N(C1)C(=NN2)C(C)C)=O ([2-(3-Isopropyl-[1,2,4]triazolo[4,3-a]pyridin-6-ylsulfanyl)-benzyl]-carbamic acid phenyl ester), C(C)NC (ethylmethylamine). Run in CS(=O)C (DMSO). Conditions: time 30 minute. The product is C(C)N(C(=O)NCC1=C(C=CC=C1)SC=1C=CC=2N(C1)C(=NN2)C(C)C)C (1-Ethyl-3-[2-(3-isopropyl-[1,2,4]triazolo[4,3-a]pyridin-6-ylsulfanyl)-benzyl]-1-methyl-urea). Isolated yield 96.5%. RXN SMILES: C1([O:7][C:8](=O)[NH:9][CH2:10][C:11]2[CH:16]=[CH:15][CH:14]=[CH:13][C:12]=2[S:17][C:18]2[CH:19]=[CH:20][C:21]3[N:22]([C:24]([CH:27]([CH3:29])[CH3:28])=[N:25][N:26]=3)[CH:23]=2)C=CC=CC=1.[CH2:31]([NH:33][CH3:34])[CH3:32]>CS(C)=O>[CH2:31]([N:33]([CH3:34])[C:8]([NH:9][CH2:10][C:11]1[CH:16]=[CH:15][CH:14]=[CH:13][C:12]=1[S:17][C:18]1[CH:19]=[CH:20][C:21]2[N:22]([C:24]([CH:27]([CH3:28])[CH3:29])=[N:25][N:26]=2)[CH:23]=1)=[O:7])[CH3:32]. Procedure details: To a solution of [2-(3-Isopropyl-[1,2,4]triazolo[4,3-a]pyridin-6-ylsulfanyl)-benzyl]-carbamic acid phenyl ester (42 mg, 0.10 mmol) in DMSO (200 μL) was added ethylmethylamine (6.0 μL, 0.105 mmol). The reaction was stirred at ambient temperature for 30 minutes, then quenched with water. The reaction mixture was extracted with organics, the organics combined, dried over sodium sulfate, and concentrated in vacuo. The residue was triturated with 1:1 hexane:diethyl ether to give the title compound (3... The reactants are NC1=CC=C(C2=CC=CC=C12)C[C@H](NC(=O)OC(C)(C)C)C(=O)OC (methyl 3-(4-amino-1-naphthyl)-N-(tert-butoxycarbonyl)-L-alaninate), [OH-].[Na+] (NaOH). The solvent is CO (methanol). Reaction conditions: time 45 minute. Yields the product NC1=CC=C(C2=CC=CC=C12)C[C@H](NC(=O)OC(C)(C)C)C(=O)O (3-(4-amino-1-naphthyl)-N-(tert-butoxycarbonyl)-L-alanine). Isolated yield 82.2%. As a reaction SMILES: [NH2:1][C:2]1[C:11]2[C:6](=[CH:7][CH:8]=[CH:9][CH:10]=2)[C:5]([CH2:12][C@@H:13]([C:22]([O:24]C)=[O:23])[NH:14][C:15]([O:17][C:18]([CH3:21])([CH3:20])[CH3:19])=[O:16])=[CH:4][CH:3]=1.[OH-].[Na+]>CO>[NH2:1][C:2]1[C:11]2[C:6](=[CH:7][CH:8]=[CH:9][CH:10]=2)[C:5]([CH2:12][C@@H:13]([C:22]([OH:24])=[O:23])[NH:14][C:15]([O:17][C:18]([CH3:19])([CH3:20])[CH3:21])=[O:16])=[CH:4][CH:3]=1 |f:1.2|. Reported procedure: To a solution of methyl 3-(4-amino-1-naphthyl)-N-(tert-butoxycarbonyl)-L-alaninate (2.4 g, 7.0 mmol) in methanol (10 mL) was added 8M aqueous NaOH (1.5 mL, 12 mmol) and the mixture was stirred at ambient temperature for 45 minutes. The mixture was concentrated under reduced pressure, taken up in water (5 mL) and extracted with diethyl ether (2×10 mL). The aqueous layer was then shaken with ethyl acetate (30 mL) and 1M HCl (13 mL). The layers were separated, and the aqueous layer was extracted wi...